This data is from the Open Reaction Database (ORD), a public repository of structured organic reaction records. The task is: describe an organic reaction: reactants, conditions, products, and yield Reactants: CN(C(=O)Oc1ccc(CO)cc1)c1ccccc1, c1nnn[nH]1. The product is CN(C(=O)Oc1ccc(Cn2cnnn2)cc1)c1ccccc1. As a reaction SMILES: [OH:1][CH2:2][c:3]1[cH:4][cH:5][c:6]([O:9][C:10]([N:11]([c:12]2[cH:13][cH:14][cH:15][cH:16][cH:17]2)[CH3:18])=[O:19])[cH:7][cH:8]1.[nH:20]1[n:21][n:22][n:23][cH:24]1>>[CH2:2]([c:3]1[cH:4][cH:5][c:6]([O:9][C:10]([N:11]([c:12]2[cH:13][cH:14][cH:15][cH:16][cH:17]2)[CH3:18])=[O:19])[cH:7][cH:8]1)[n:20]1[n:21][n:22][n:23][cH:24]1. Starting materials: C[Si](C)(C)[N-][Si](C)(C)C.[Na+] (sodium bis(trimethylsilyl)amide), C(CO)O (ethylene glycol), ClC1=NC=CC(=N1)S(=O)(=O)C (2-chloro-4-(methylsulfonyl)pyrimidine). Solvent: O1CCCC1 (tetrahydrofuran). Reaction conditions: time 15 minute. Yields the product ClC1=NC=CC(=N1)OCCO (2-[(2-chloropyrimidin-4-yl)oxy]ethanol). The yield is 61.1%. Reaction SMILES: [CH2:1]([OH:4])[CH2:2][OH:3].C[Si]([N-][Si](C)(C)C)(C)C.[Na+].[Cl:15][C:16]1[N:21]=[C:20](S(C)(=O)=O)[CH:19]=[CH:18][N:17]=1>O1CCCC1>[Cl:15][C:16]1[N:21]=[C:20]([O:3][CH2:2][CH2:1][OH:4])[CH:19]=[CH:18][N:17]=1 |f:1.2|. Reported procedure: To a suspension of ethylene glycol (865 μL, 15.5 mmol) in tetrahydrofuran (19 mL) was added sodium bis(trimethylsilyl)amide (2.0 M in tetrahydrofuran, 4.66 mL, 4.7 mmol) at room temperature. The mixture was stirred for 15 minutes, then 2-chloro-4-(methylsulfonyl)pyrimidine (747 mg, 3.88 mmol) was added. The reaction mixture was stirred for 1 h at room temperature, concentrated, then purified by column chromatography on silica gel (Biotage 50 G, eluting with 0:100 to 100:0 ethyl acetate:hexanes) ... The reactants are C(#N)CC(=O)O (cyanoacetic acid), CN(C)C(=[N+](C)C)ON1C2=C(C=CC=C2)N=N1.[B-](F)(F)(F)F (TBTU), C(C)OC1=CC=C(C=C1)N1CCC(CC1)C1=CC=C(C=C1)[C@H](C)N ((S)-1-{4-[1-(4-ethoxy-phenyl)-piperidin-4-yl]-phenyl}-ethylamine). Solvent: CN(C)C=O (DMF), CN(C)C=O (DMF). Conditions: time 10 minute. Yields the product C(#N)CC(=O)N[C@@H](C)C1=CC=C(C=C1)C1CCN(CC1)C1=CC=C(C=C1)OCC ((S)-2-Cyano-N-(1-{4-[1-(4-ethoxy-phenyl)-piperidin-4-yl]-phenyl}-ethyl)-acetamide). As a reaction SMILES: [C:1]([CH2:3][C:4]([OH:6])=O)#[N:2].CN(C(ON1N=NC2C=CC=CC1=2)=[N+](C)C)C.[B-](F)(F)(F)F.[CH2:29]([O:31][C:32]1[CH:37]=[CH:36][C:35]([N:38]2[CH2:43][CH2:42][CH:41]([C:44]3[CH:49]=[CH:48][C:47]([C@@H:50]([NH2:52])[CH3:51])=[CH:46][CH:45]=3)[CH2:40][CH2:39]2)=[CH:34][CH:33]=1)[CH3:30]>CN(C=O)C>[C:1]([CH2:3][C:4]([NH:52][C@H:50]([C:47]1[CH:46]=[CH:45][C:44]([CH:41]2[CH2:40][CH2:39][N:38]([C:35]3[CH:34]=[CH:33][C:32]([O:31][CH2:29][CH3:30])=[CH:37][CH:36]=3)[CH2:43][CH2:42]2)=[CH:49][CH:48]=1)[CH3:51])=[O:6])#[N:2] |f:1.2|. Procedure: To 7.0 mg (0.08 mmol) cyanoacetic acid in 1 mL DMF 35 μL (0.20 mmol) DIPEA and 29 mg (0.08 mmol) TBTU are added and the mixture is stirred for 10 min at rt. Subsequently 29 mg (0.09 mmol) (S)-1-{4-[1-(4-ethoxy-phenyl)-piperidin-4-yl]-phenyl}-ethylamine (XIII.1) in 1 mL DMF are added and stirring is continued over night. The mixture is filtered through basic aluminum oxide, followed by washing with DMF/MeOH (9:1) and concentration in vacuo. The residue is purified using reversed phase column chro... The reactants are ClC1=C(C=C(C=C1)OC)C1=CC2=C(N=C(N=N2)N)C(=C1)C (7-(2-chloro-5-methoxy-phenyl)-5-methyl-benzo[1,2,4]triazin-3-ylamine), BrC=1C=C(OCCN2CCCC2)C=CC1 (1-[2-(3-bromo-phenoxy)-ethyl]pyrrolidine), C([O-])([O-])=O.[Cs+].[Cs+] (cesium carbonate), C1(=CC=CC=C1)P(C1=CC=CC=2C(C3=CC=CC(=C3OC12)P(C1=CC=CC=C1)C1=CC=CC=C1)(C)C)C1=CC=CC=C1 (4,5-bis(diphenylphosphino)-9,9-dimethyl xanthene). The reagents and catalysts are [Pd].[Pd].C(C1=CC=CC=C1)=CC(=O)C=CC1=CC=CC=C1.C(C1=CC=CC=C1)=CC(=O)C=CC1=CC=CC=C1.C(C1=CC=CC=C1)=CC(=O)C=CC1=CC=CC=C1 (tris(dibenzylideneacetone) dipalladium). The product is ClC1=C(C=C(C=C1)OC)C1=CC2=C(N=C(N=N2)NC2=CC(=CC=C2)OCCN2CCCC2)C(=C1)C ([7-(2-chloro-5-methoxy-phenyl)-5-methyl-benzo[1,2,4]triazin-3-yl]-[3-(2-pyrrolidin-1-yl-ethoxy)-phenyl]-amine). Yield: 65.0%. Reaction SMILES: [Cl:1][C:2]1[CH:7]=[CH:6][C:5]([O:8][CH3:9])=[CH:4][C:3]=1[C:10]1[CH:20]=[C:19]([CH3:21])[C:13]2[N:14]=[C:15]([NH2:18])[N:16]=[N:17][C:12]=2[CH:11]=1.Br[C:23]1[CH:24]=[C:25]([CH:34]=[CH:35][CH:36]=1)[O:26][CH2:27][CH2:28][N:29]1[CH2:33][CH2:32][CH2:31][CH2:30]1.C(=O)([O-])[O-].[Cs+].[Cs+].C1(P(C2C=CC=CC=2)C2C3OC4C(=CC=CC=4P(C4C=CC=CC=4)C4C=CC=CC=4)C(C)(C)C=3C=CC=2)C=CC=CC=1>[Pd].[Pd].C(=CC(C=CC1C=CC=CC=1)=O)C1C=CC=CC=1.C(=CC(C=CC1C=CC=CC=1)=O)C1C=CC=CC=1.C(=CC(C=CC1C=CC=CC=1)=O)C1C=CC=CC=1>[Cl:1][C:2]1[CH:7]=[CH:6][C:5]([O:8][CH3:9])=[CH:4][C:3]=1[C:10]1[CH:20]=[C:19]([CH3:21])[C:13]2[N:14]=[C:15]([NH:18][C:23]3[CH:36]=[CH:35][CH:34]=[C:25]([O:26][CH2:27][CH2:28][N:29]4[CH2:30][CH2:31][CH2:32][CH2:33]4)[CH:24]=3)[N:16]=[N:17][C:12]=2[CH:11]=1 |f:2.3.4,6.7.8.9.10|. Reported procedure: In a dry 25 mL round bottom flask, 7-(2-chloro-5-methoxy-phenyl)-5-methyl-benzo[1,2,4]triazin-3-ylamine (0.113 g, 0.377 mmol, 1 equiv), 1-[2-(3-bromo-phenoxy)-ethyl]pyrrolidine (0.153 g, 0.565 mmol, 1.5 equiv), cesium carbonate (0.368 g, 1.13 mmol, 3 equiv), 4,5-bis(diphenylphosphino)-9,9-dimethyl xanthene (0.044 g, 0.0753 mmol, 0.2 equiv) and tris(dibenzylideneacetone) dipalladium (0.034 g, 0.0376 mmol, 0.1 equiv) were combined. The reactants were flushed with argon, diluted with dioxane (8 mL)...